The task is: describe an organic reaction: reactants, conditions, products, and yield. This data is from the Open Reaction Database (ORD), a public repository of structured organic reaction records. Reactants: C(CCCCCCCCCCC)N (laurylamine), C(C=C)#N (acrylonitrile), CO (methanol). The reagents and catalysts are C(C)(=O)O (acetic acid). The solvent is O (water). Product: NCCCN(CCCCCCCCCCCC)CCCN (bis-(3-aminopropyl)-laurylamine). Isolated yield 373.1%. As a reaction SMILES: [CH2:1]([NH2:13])[CH2:2][CH2:3][CH2:4][CH2:5][CH2:6][CH2:7][CH2:8][CH2:9][CH2:10][CH2:11][CH3:12].[C:14](#[N:17])[CH:15]=[CH2:16].CO>O.C(O)(=O)C>[NH2:17][CH2:14][CH2:15][CH2:16][N:13]([CH2:3][CH2:2][CH2:1][NH2:13])[CH2:1][CH2:2][CH2:3][CH2:4][CH2:5][CH2:6][CH2:7][CH2:8][CH2:9][CH2:10][CH2:11][CH3:12]. Procedure: 670 g of laurylamine (C12 -fraction: 73 mole %, and C14 -fraction: 23 mole %) were reacted in the manner already described in Example 1 with 373 g of acrylonitrile in 68 g of water, 34 g of methanol and 14 g of concentrated acetic acid, and the product was then hydrogenated. 2,020 g of bis-(3-aminopropyl)-laurylamine were obtained after the hydrogenation. 954 g of this triamine were condensed with 640 g of ethylene oxide. 1,590 g of bis-(3-aminopropyl)-laurylamine ethoxylate (99%) were obtained.... Starting materials: C(C1=CC=CC=C1)OC1=C(C(=CC=C1)OC)CO ((2-benzyloxy-6-methoxyphenyl)-methanol), C[N+]1(CCOCC1)[O-] (N-methylmorpholine N-oxide). The reagents and catalysts are [Ru](=O)(=O)(=O)[O-].C(CC)[N+](CCC)(CCC)CCC (tetra-n-propylammonium perruthenate). The solvent is ClCCl (dichloromethane). Conditions: time 1.75 hour. Yields the product C(C1=CC=CC=C1)OC1=C(C(=CC=C1)OC)C(O)C1=CC=C(C=C1)OC ((2-Benzyloxy-6-methoxyphenyl)-(4-methoxyphenyl)methanol). The yield is 145.0%. RXN SMILES: [CH2:1]([O:8][C:9]1[CH:14]=[CH:13][CH:12]=[C:11]([O:15][CH3:16])[C:10]=1[CH2:17][OH:18])[C:2]1[CH:7]=[CH:6][CH:5]=[CH:4][CH:3]=1.C[N+]1([O-])[CH2:25][CH2:24][O:23][CH2:22]C1>ClCCl.[Ru]([O-])(=O)(=O)=O.C([N+](CCC)(CCC)CCC)CC>[CH2:1]([O:8][C:9]1[CH:14]=[CH:13][CH:12]=[C:11]([O:15][CH3:16])[C:10]=1[CH:17]([C:2]1[CH:1]=[CH:25][C:24]([O:23][CH3:22])=[CH:4][CH:3]=1)[OH:18])[C:2]1[CH:3]=[CH:4][CH:5]=[CH:6][CH:7]=1 |f:3.4|. Procedure: In a nitrogen stream, a solution of (2-benzyloxy-6-methoxyphenyl)-methanol (3.52 g, 14.41 mmol) and N-methylmorpholine N-oxide (NMO, 2.53 g, 21.61 mmol) in dichloromethane (14.5 mL) was cooled in a water bath, and tetra-n-propylammonium perruthenate (TPAP, 152 mg, 0.43 mmol) was added thereto. The reaction mixture was stirred for 20 minutes at the same temperature and at room temperature for 1.75 hours, and then subjected to Celite filtration and the solvent was distilled under reduced pressure.... Reactants: BrC=1C(=CN=C2C=CC(=NC12)OC)F (8-Bromo-7-fluoro-2-(methoxy)-1,5-naphthyridine), example 53(g), C[O-].[Na+] (sodium methoxide), solution. Solvent: O (water), [Cl-].[Na+].O (brine), CO (methanol), CO (methanol). Conditions: temperature 50 celsius. Product: BrC=1C(=CN=C2C=CC(=NC12)OC)OC (8-bromo-2,7-bis(methoxy)-1,5-naphthyridine). Isolated yield 95.0%. Reaction SMILES: [Br:1][C:2]1[C:3](F)=[CH:4][N:5]=[C:6]2[C:11]=1[N:10]=[C:9]([O:12][CH3:13])[CH:8]=[CH:7]2.[CH3:15][O-:16].[Na+]>CO.O.[Cl-].[Na+].O>[Br:1][C:2]1[C:3]([O:16][CH3:15])=[CH:4][N:5]=[C:6]2[C:11]=1[N:10]=[C:9]([O:12][CH3:13])[CH:8]=[CH:7]2 |f:1.2,5.6.7|. Procedure details: 8-Bromo-7-fluoro-2-(methoxy)-1,5-naphthyridine (for a synthesis see WO2004058144, example 53(g) (11.215 g, 43.64 mmol) was stirred in methanol (100 mL) at rt under argon and a solution of sodium methoxide in methanol (94 ml of a ca. 25% solution, 10 eq.) was added. The mixture was heated at 50° C. for 1 h. The mixture was allowed to cool to rt, then was diluted with water (500 ml) and brine (500 ml), and extracted with DCM (2×300 ml). The DCM extracts were combined, dried over anhydrous magnesiu... Starting materials: Cc1c(NC(c2nnc(-c3ccc(I)cc3)o2)C(C)O[Si](C)(C)C(C)(C)C)ccc(C#N)c1Cl, CCCC[N+](CCCC)(CCCC)CCCC, C1CCOC1, [F-]. Product: Cc1c(NC(c2nnc(-c3ccc(I)cc3)o2)C(C)O)ccc(C#N)c1Cl. As a reaction SMILES: [C:1]([Si:2]([CH3:3])([CH3:4])[O:6][CH:7]([CH:8]([c:9]1[o:10][c:11](-[c:14]2[cH:15][cH:16][c:17]([I:20])[cH:18][cH:19]2)[n:12][n:13]1)[NH:21][c:22]1[c:23]([CH3:31])[c:24]([Cl:30])[c:25]([C:26]#[N:27])[cH:28][cH:29]1)[CH3:32])([CH3:5])([CH3:33])[CH3:34].[CH2:36]([N+:37]([CH2:38][CH2:39][CH2:40][CH3:41])([CH2:42][CH2:43][CH2:44][CH3:45])[CH2:46][CH2:47][CH2:48][CH3:49])[CH2:50][CH2:51][CH3:52].[CH2:53]1[O:54][CH2:55][CH2:56][CH2:57]1.[F-:35]>>[OH:6][CH:7]([CH:8]([c:9]1[o:10][c:11](-[c:14]2[cH:15][cH:16][c:17]([I:20])[cH:18][cH:19]2)[n:12][n:13]1)[NH:21][c:22]1[c:23]([CH3:31])[c:24]([Cl:30])[c:25]([C:26]#[N:27])[cH:28][cH:29]1)[CH3:32]. Reactants: C(OCC)(OCC)OCC (triethyl orthoformate), COC1=CC=C(N)C=C1 (4-methoxyaniline), C(CC#N)#N (malononitrile). The solvent is C(C)O (ethanol). Product: COC1=CC=C(C=C1)NC(C)=C(C#N)C#N ((1-p-Anisidinoethylidene)Malononitrile). RXN SMILES: C(OCC)(OCC)O[CH2:3][CH3:4].[CH3:11][O:12][C:13]1[CH:19]=[CH:18][C:16]([NH2:17])=[CH:15][CH:14]=1.[C:20](#[N:24])[CH2:21][C:22]#[N:23]>C(O)C>[CH3:11][O:12][C:13]1[CH:19]=[CH:18][C:16]([NH:17][C:3](=[C:21]([C:20]#[N:24])[C:22]#[N:23])[CH3:4])=[CH:15][CH:14]=1. Procedure: A mixture of triethyl orthoformate (29.6 g., 0.20 mole), 4-methoxyaniline (24.6 g., 0.20 mole) and malononitrile (13.2 g., 0.20 mole) in 250 ml. of ethanol are heated under reflux for 3 hours. The desired crystalline product separates on cooling. It is isolated by filtration and washed with ethanol. Recrystallization from equal parts of ethanol and acetone gives 28.5 g. of product having a melting point of 254°-255°C. Starting materials: CCNCc1ccccc1[N+](=O)[O-], CCO, [H][H]. Product: CCNCc1ccccc1N. As a reaction SMILES: [CH2:1]([CH3:2])[NH:3][CH2:4][c:5]1[c:6]([N+:11]([O-:12])=[O:13])[cH:7][cH:8][cH:9][cH:10]1.[CH3:16][CH2:17][OH:18].[H:14][H:15]>>[CH2:1]([CH3:2])[NH:3][CH2:4][c:5]1[c:6]([NH2:11])[cH:7][cH:8][cH:9][cH:10]1. The reactants are CC=1SC=CC1CCO (2-(2-methyl-thiophen-3-yl)-ethanol), CC(C)(C)[O-].[Na+] (NaOtBu), CI (methyl iodide). Solvent: CC(C)(C)OC (TBME), C1CCOC1 (THF). Conditions: time 1 hour. Yields the product COCCC1=C(SC=C1)C (3-(2-Methoxy-ethyl)-2-methyl-thiophene). As a reaction SMILES: [CH3:1]C([O-])(C)C.[Na+].[CH3:7][C:8]1[S:9][CH:10]=[CH:11][C:12]=1[CH2:13][CH2:14][OH:15].CI>C1COCC1.CC(OC)(C)C>[CH3:1][O:15][CH2:14][CH2:13][C:12]1[CH:11]=[CH:10][S:9][C:8]=1[CH3:7] |f:0.1|. Reported procedure: To a suspension of NaOtBu (3.00 g, 31.3 mmol) in THF (25 mL) was added the above prepared 2-(2-methyl-thiophen-3-yl)-ethanol (3.56 g, 25 mmol) and then methyl iodide (2.34 mL, 37.5 mmol). After stirring at rt for 1 h the reaction mixture was diluted with TBME (150 mL) and washed with 0.5M HCl (50 mL), 0.1M Na2S2O3 (50 mL) and 10% brine. The aqueous layers were extracted with TBME (50 mL) and the combined organic layers were dried (Na2SO4) and evaporated affording 3.78 g (96.7%, GC 96.0%) crude p...